Dataset: the Open Reaction Database (ORD), a public repository of structured organic reaction records. Task: describe an organic reaction: reactants, conditions, products, and yield The reactants are C(C)OC(=O)C1=C(N=C(S1)C1=NN(C(=C1)C)CCC1=CC=C(C=C1)F)C (2-{1-[2-(4-fluoro-phenyl)-ethyl]-5-methyl-1H-pyrazol-3-yl}-4-methyl-thiazole-5-carboxylic acid ethyl ester), [OH-].[Na+] (NaOH). Run in O1CCCC1 (tetrahydrofuran), O (water). Product: FC1=CC=C(C=C1)CCN1N=C(C=C1C)C=1SC(=C(N1)C)C(=O)O (2-{1-[2-(4-fluoro-phenyl)-ethyl]-5-methyl-1H-pyrazol-3-yl}-4-methyl-thiazole-5-carboxylic acid). Isolated yield 70.7%. Reaction SMILES: C([O:3][C:4]([C:6]1[S:10][C:9]([C:11]2[CH:15]=[C:14]([CH3:16])[N:13]([CH2:17][CH2:18][C:19]3[CH:24]=[CH:23][C:22]([F:25])=[CH:21][CH:20]=3)[N:12]=2)=[N:8][C:7]=1[CH3:26])=[O:5])C.[OH-].[Na+]>O1CCCC1.O>[F:25][C:22]1[CH:23]=[CH:24][C:19]([CH2:18][CH2:17][N:13]2[C:14]([CH3:16])=[CH:15][C:11]([C:9]3[S:10][C:6]([C:4]([OH:5])=[O:3])=[C:7]([CH3:26])[N:8]=3)=[N:12]2)=[CH:20][CH:21]=1 |f:1.2|. Procedure details: A mixture of 2-{1-[2-(4-fluoro-phenyl)-ethyl]-5-methyl-1H-pyrazol-3-yl}-4-methyl-thiazole-5-carboxylic acid ethyl ester (0.32 g, 0.86 mmol), NaOH (0.17 g, 4.29 mmol) in tetrahydrofuran (5 mL) and water (5 mL) was heated to reflux for 16 hr. The solvent was removed in vacuo and the residue was neutralized with 5% HCl to pH 5-6. The resulting solid was filtered and dried to provide 2-{1-[2-(4-fluoro-phenyl)-ethyl]-5-methyl-1H-pyrazol-3-yl}-4-methyl-thiazole-5-carboxylic acid as a white solid (0.21...